This data is from the Open Reaction Database (ORD), a public repository of structured organic reaction records. The task is: describe an organic reaction: reactants, conditions, products, and yield The reactants are COC(=O)C=1C=C2CN(CC2=CC1)CC1=C(C=C(C=C1)OC)OC (2-(2,4-dimethoxy-benzyl)-2,3-dihydro-1H-isoindole-5-carboxylic acid methyl ester), C1(=CC=CC=C1)OC (anisole), C(=O)(C(F)(F)F)O (TFA). Product: FC(C(=O)O)(F)F.C(C)OC(=O)C=1C=C2CNCC2=CC1 (ethyl-2,3-dihydro-1H-isoindole-5-carboxylate trifluoroacetate). RXN SMILES: [CH3:1][O:2][C:3]([C:5]1[CH:6]=[C:7]2[C:11](=[CH:12][CH:13]=1)[CH2:10][N:9](CC1C=CC(OC)=CC=1OC)[CH2:8]2)=[O:4].[C:25]1(OC)C=CC=CC=1.[C:33]([OH:39])([C:35]([F:38])([F:37])[F:36])=[O:34]>>[F:36][C:35]([F:38])([F:37])[C:33]([OH:39])=[O:34].[CH2:1]([O:2][C:3]([C:5]1[CH:6]=[C:7]2[C:11](=[CH:12][CH:13]=1)[CH2:10][NH:9][CH2:8]2)=[O:4])[CH3:25] |f:3.4|. Procedure details: A solution of 2-(2,4-dimethoxy-benzyl)-2,3-dihydro-1H-isoindole-5-carboxylic acid methyl ester (215 mg) and anisole (200 μl) in 1 ml of TFA was heated at 140° C. for 30 minutes in a CEM discover microwave synthesiser. The reaction was partitioned between water and DCM, the water layer was separated, washed with DCM then evaporated and re-evaporated with toluene/MeOH (×2) to give 105 mg of the title compound. 1H NMR (DMSO-d6) 9.70 (2H, br s), 8.02 (1H, s), 8.98 (1H, d), 7.57 (1H, d), 4.60 (2H, s)... The reactants are COC1=CC=C(CN2CCOCC(C2)C)C=C1 (4-(4-methoxy-benzyl)-6-methyl-[1,4]oxazepane), ClC(=O)OC(C)Cl (1-chloroethyl chloroformate), CO (methanol). The solvent is ClCCCl (1,2-dichloroethane). Product: Cl.CC1CNCCOC1 (6-methyl-[1,4]oxazepane hydrochloride). Isolated yield 82.7%. As a reaction SMILES: COC1C=CC(C[N:8]2[CH2:14][CH:13]([CH3:15])[CH2:12][O:11][CH2:10][CH2:9]2)=CC=1.[Cl:18]C(OC(Cl)C)=O.CO>ClCCCl>[ClH:18].[CH3:15][CH:13]1[CH2:12][O:11][CH2:10][CH2:9][NH:8][CH2:14]1 |f:4.5|. Procedure: To a solution of 4-(4-methoxy-benzyl)-6-methyl-[1,4]oxazepane (3.24 g, 13.8 mmol) in 1,2-dichloroethane (23 ml) was added 1-chloroethyl chloroformate (4.93 g, 34.5 mmol) at room temperature. The mixture was refluxed for 7 hours. The reaction mixture was cooled to room temperature and then methanol (30 ml) was added. The mixture was refluxed for 5 hours and concentrated in vacuo. This crude product was washed with hexane, dried under reduced pressure to afford 6-methyl-[1,4]oxazepane hydrochlorid... Starting materials: [Li]CCCC (n-BuLi), solution, [Li]CCCC (n-BuLi), IC1=CN(C=2N=CN=CC21)C(C)C (5-Iodo-7-isopropyl-7H-pyrrolo[2,3-d]pyrimidine), BrC=1C(=NC=C(C(=O)N(C)OC)C1)OCC (5-Bromo-6-ethoxy-N-methoxy-N-methyl-nicotinamide). The solvent is CCCCCC (Hexane), C(C)OCC (diethyl ether), C(C)OCC (diethyl ether). Conditions: time 1 hour. Product: BrC=1C=C(C=NC1OCC)C(=O)C1=CN(C=2N=CN=CC21)C(C)C ((5-Bromo-6-ethoxy-pyridin-3-yl)-(7-isopropyl-7H-pyrrolo[2,3-d]pyrimidin-5-yl)-methanone). Isolated yield 49.0%. RXN SMILES: I[C:2]1[C:10]2[CH:9]=[N:8][CH:7]=[N:6][C:5]=2[N:4]([CH:11]([CH3:13])[CH3:12])[CH:3]=1.[Li]CCCC.[Br:19][C:20]1[C:21]([O:32][CH2:33][CH3:34])=[N:22][CH:23]=[C:24]([CH:31]=1)[C:25](N(OC)C)=[O:26]>C(OCC)C.CCCCCC>[Br:19][C:20]1[CH:31]=[C:24]([C:25]([C:2]2[C:10]3[CH:9]=[N:8][CH:7]=[N:6][C:5]=3[N:4]([CH:11]([CH3:13])[CH3:12])[CH:3]=2)=[O:26])[CH:23]=[N:22][C:21]=1[O:32][CH2:33][CH3:34]. Procedure: A solution of 5-Iodo-7-isopropyl-7H-pyrrolo[2,3-d]pyrimidine (Preparation 93, 530 mg, 1.85 mmol) in anhydrous diethyl ether (8 mL) was cooled to −78° C. under nitrogen and n-BuLi (1 mL of a 2.03M solution in Hexane, 2.03 mmol) was added drop wise over a period of 10 min. Just after the completion of addition of n-BuLi, a solution of 5-Bromo-6-ethoxy-N-methoxy-N-methyl-nicotinamide (Preparation 240) in anhydrous diethyl ether (7 mL) was added slowly to the mixture and it was stirred at the same t... The reactants are COCc1c(C(=O)OC(C)C)ncc2c1c1c(Oc3ccc([N+](=O)[O-])cc3)cccc1n2CC(=O)N(C)CCc1ccccc1, CO, CCOC(C)=O, [Li+], C1CCOC1, [OH-], O=S(=O)(O)O. The product is COCc1c(C(=O)O)ncc2c1c1c(Oc3ccc([N+](=O)[O-])cc3)cccc1n2CC(=O)N(C)CCc1ccccc1. Reaction SMILES: [CH3:3][CH:4]([CH3:5])[O:6][C:7](=[O:8])[c:9]1[c:10]([CH2:45][O:46][CH3:47])[c:11]2[c:12]([n:13]([CH2:30][C:31](=[O:32])[N:33]([CH2:34][CH2:35][c:36]3[cH:37][cH:38][cH:39][cH:40][cH:41]3)[CH3:42])[c:14]3[cH:15][cH:16][cH:17][c:18]([O:20][c:21]4[cH:22][cH:23][c:24]([N+:27](=[O:28])[O-:29])[cH:25][cH:26]4)[c:19]23)[cH:43][n:44]1.[CH3:53][OH:54].[CH3:60][CH2:61][O:62][C:63](=[O:64])[CH3:65].[Li+:1].[O:55]1[CH2:56][CH2:57][CH2:58][CH2:59]1.[OH-:2].[S:48](=[O:49])(=[O:50])([OH:51])[OH:52]>>[O:6]=[C:7]([OH:8])[c:9]1[c:10]([CH2:45][O:46][CH3:47])[c:11]2[c:12]([n:13]([CH2:30][C:31](=[O:32])[N:33]([CH2:34][CH2:35][c:36]3[cH:37][cH:38][cH:39][cH:40][cH:41]3)[CH3:42])[c:14]3[cH:15][cH:16][cH:17][c:18]([O:20][c:21]4[cH:22][cH:23][c:24]([N+:27](=[O:28])[O-:29])[cH:25][cH:26]4)[c:19]23)[cH:43][n:44]1. The reactants are B(Br)(Br)Br (boron tribromide), ClC=1C(=C(C=CC1)CC1=C(C=CC=C1)OC)O ((3-Chloro-2-hydroxyphenyl)(2-methoxyphenyl)methane), O (water). Run in C(Cl)Cl (methylene chloride), C(Cl)Cl (methylene chloride). The product is ClC=1C(=C(C=CC1)CC1=C(C=CC=C1)O)O ((3-Chloro-2-hydroxyphenyl)-(2-hydroxyphenyl)methane). As a reaction SMILES: [Cl:1][C:2]1[C:3]([OH:17])=[C:4]([CH2:8][C:9]2[CH:14]=[CH:13][CH:12]=[CH:11][C:10]=2[O:15]C)[CH:5]=[CH:6][CH:7]=1.B(Br)(Br)Br.O>C(Cl)Cl>[Cl:1][C:2]1[C:3]([OH:17])=[C:4]([CH2:8][C:9]2[CH:14]=[CH:13][CH:12]=[CH:11][C:10]=2[OH:15])[CH:5]=[CH:6][CH:7]=1. Reported procedure: (3-Chloro-2-hydroxyphenyl)(2-methoxyphenyl)methane (3.98 g, 16 mmol) was dissolved in 100 ml of methylene chloride and 24 ml of 1M boron tribromide in methylene chloride (24 mmol) was added under nitrogen with stirring at ambient temperature. The mixture was allowed to react for 4 hours and then 100 ml of water was added slowly at ambient temperature. The organic layer was recovered and extracted with 2 N sodium hydroxide. The alkaline extract was acidified with 6 N hydrochloric acid and extract... The reactants are C1(=CC=CC=C1)CC/C=C/C=C/CNC(OC(C)(C)C)=O (tert-Butyl (2E,4E)-7-phenylhepta-2,4-dienylcarbamate). Solvent: Cl (hydrochloric acid), O1CCOCC1 (dioxane). Conditions: time 1 hour. The product is C1(=CC=CC=C1)CC/C=C/C=C/CN ((2E,4E)-7-Phenylhepta-2,4-dien-1-amine). As a reaction SMILES: [C:1]1([CH2:7][CH2:8]/[CH:9]=[CH:10]/[CH:11]=[CH:12]/[CH2:13][NH:14]C(=O)OC(C)(C)C)[CH:6]=[CH:5][CH:4]=[CH:3][CH:2]=1>Cl.O1CCOCC1>[C:1]1([CH2:7][CH2:8]/[CH:9]=[CH:10]/[CH:11]=[CH:12]/[CH2:13][NH2:14])[CH:6]=[CH:5][CH:4]=[CH:3][CH:2]=1. Procedure details: tert-Butyl (2E,4E)-7-phenylhepta-2,4-dienylcarbamate (800 mg) was dissolved in hydrochloric acid in dioxane (4.0M, 8.35 ml). The mixture was stirred at room temperature for 1 h. The solvent was evaporated and co-evaporated twice with Et2O, Et2O was added, the solids were filtered off under a stream of nitrogen to yield the product as an off white solid. Starting materials: [H-].[Na+] (Sodium hydride), N1C(=NC2=C1C=CC=C2)C=2N=CN1C2N=NN(C1=O)CC#C (8-(1H-benzo[d]imidazol-2-yl)-3-(prop-2-ynyl)imidazo[5,1-d][1,2,3,5]tetrazin-4(3H)-one), CI (MeI). Run in CN(C)C=O (DMF). Conditions: time 8 hour. Yields the product CN1C(=NC2=C1C=CC=C2)C=2N=CN1C2N=NN(C1=O)CC#C (8-(1-Methyl-1H-benzo[d]imidazol-2-yl)-3-(prop-2-ynyl)imidazo[5,1-d][1,2,3,5]tetrazin-4(3H)-one). Yield: 62.8%. Reaction SMILES: [H-].[Na+].[NH:3]1[C:7]2[CH:8]=[CH:9][CH:10]=[CH:11][C:6]=2[N:5]=[C:4]1[C:12]1[N:13]=[CH:14][N:15]2[C:20](=[O:21])[N:19]([CH2:22][C:23]#[CH:24])[N:18]=[N:17][C:16]=12.[CH3:25]I>CN(C=O)C>[CH3:25][N:5]1[C:6]2[CH:11]=[CH:10][CH:9]=[CH:8][C:7]=2[N:3]=[C:4]1[C:12]1[N:13]=[CH:14][N:15]2[C:20](=[O:21])[N:19]([CH2:22][C:23]#[CH:24])[N:18]=[N:17][C:16]=12 |f:0.1|. Procedure: Sodium hydride (60% in mineral oil, 8 mg, 0.189 mmol, 1.1 eq.) was added in one portion to a slurry of 8-(1H-benzo[d]imidazol-2-yl)-3-(prop-2-ynyl)imidazo[5,1-d][1,2,3,5]tetrazin-4(3H)-one (50 mg, 0.172 mmol) in DMF (4.5 mL) at 0° C. and the mixture, which became red, was stirred for 5 minutes before the addition of MeI (21 μL, 0.344 mmol, 2 eq.). The mixture was then stirred overnight and concentrated under high vacuum. The product was absorbed on silica and purified by flash chromatography usi... The reactants are BrC1=NC=C(C=C1[N+](=O)[O-])F (2-bromo-5-fluoro-3-nitropyridine), N (NH3). Run in CO (MeOH). Conditions: temperature 75 celsius, time 18 hour. Yields the product FC=1C=C(C(=NC1)N)[N+](=O)[O-] (5-Fluoro-3-nitro-2-pyridinamine). The yield is 67.0%. Reaction SMILES: Br[C:2]1[C:7]([N+:8]([O-:10])=[O:9])=[CH:6][C:5]([F:11])=[CH:4][N:3]=1.[NH3:12]>CO>[F:11][C:5]1[CH:6]=[C:7]([N+:8]([O-:10])=[O:9])[C:2]([NH2:12])=[N:3][CH:4]=1. Reported procedure: A solution of 2-bromo-5-fluoro-3-nitropyridine (1.176 g, 5.321 mmol) in 2M NH3 in MeOH (20 ml) was sealed in an autoclave and then heated at 75° C. for 6 h and then at 90° C. for a further 18 h. The reaction mixture was then cooled and evaporated, treated with sat. aq. NaHCO3 (100 ml) and then extracted with 5% MeOH/DCM (3×200 ml). The combined organic phases were dried and the solvent was removed. The residue was subjected to column chromatography on silica gel using a 0-5% MeOH in DCM gradient... Starting materials: N1=C(C=CC=C1C)C (2,6-lutidine), ClC=1C=C(C=CC1S(=O)(=O)C)[C@H](C(=O)NC1=NN(C=C1)C)CC1CCCC1 (3-[2(R)-(3-chloro-4-methanesulfonyl-phenyl)-3-cyclopentyl-propionylamino]-1-methyl-pyrazole), solution, C(C(=O)Cl)(=O)Cl (oxalyl chloride), COC(C1=CC=C(C=C1)C(CCC)N1N=C(C=C1)N)=O (4-[1-(3-Amino-pyrazol-1-yl)-butyl]-benzoic acid methyl ester). Run in C(Cl)Cl (methylene chloride), C(Cl)Cl (methylene chloride), C(Cl)Cl (methylene chloride). Run at temperature 25 celsius, time 10 minute. The product is COC(C1=CC=C(C=C1)C(CCC)N1N=C(C=C1)NC([C@H](CC1CCCC1)C1=CC(=C(C=C1)S(=O)(=O)C)Cl)=O)=O (4-(1-{3-[2-(R)-(3-chloro-4-methanesulfonyl-phenyl)-3-cyclopentyl-propionylamino]-pyrazol-1-yl}-butyl)-benzoic acid methyl ester). Isolated yield 46.9%. RXN SMILES: [Cl:1][C:2]1[CH:3]=[C:4]([C@@H:12]([CH2:22][CH:23]2[CH2:27][CH2:26][CH2:25][CH2:24]2)[C:13](NC2C=CN(C)N=2)=[O:14])[CH:5]=[CH:6][C:7]=1[S:8]([CH3:11])(=[O:10])=[O:9].C(Cl)(=O)C(Cl)=O.N1C(C)=CC=CC=1C.[CH3:42][O:43][C:44](=[O:61])[C:45]1[CH:50]=[CH:49][C:48]([CH:51]([N:55]2[CH:59]=[CH:58][C:57]([NH2:60])=[N:56]2)[CH2:52][CH2:53][CH3:54])=[CH:47][CH:46]=1>C(Cl)Cl>[CH3:42][O:43][C:44](=[O:61])[C:45]1[CH:46]=[CH:47][C:48]([CH:51]([N:55]2[CH:59]=[CH:58][C:57]([NH:60][C:13](=[O:14])[C@@H:12]([C:4]3[CH:5]=[CH:6][C:7]([S:8]([CH3:11])(=[O:9])=[O:10])=[C:2]([Cl:1])[CH:3]=3)[CH2:22][CH:23]3[CH2:24][CH2:25][CH2:26][CH2:27]3)=[N:56]2)[CH2:52][CH2:53][CH3:54])=[CH:49][CH:50]=1. Reported procedure: 2-(R)-(3-Chloro-4-methanesulfonyl-phenyl)-3-cyclopentyl-propionic acid (prepared as in PCT WO 2004/052869 A1, Example 1, 131 mg, 0.40 mmol) was dissolved in methylene chloride (2 mL) and a 2.0 M solution of oxalyl chloride in methylene chloride (200 μL, 0.40 mmol) was added and the reaction stirred at 25° C. for 10 min. The solution was chilled to 0° C. and 2,6-lutidine (92 μL, 0.79 mmol) was added. The reaction continued to stir at 0° C. for 15 min. 4-[1-(3-Amino-pyrazol-1-yl)-butyl]-benzoic ac...